Dataset: the Open Reaction Database (ORD), a public repository of structured organic reaction records. Task: describe an organic reaction: reactants, conditions, products, and yield As a reaction SMILES: [C:1]([CH3:2])([CH3:3])([CH3:4])[NH:5][CH:6]1[CH2:7][CH:8]([CH2:27][OH:28])[CH:9]([NH:12][C:13]([CH2:14][NH:15][C:16](=[O:17])[O:18][CH2:19][c:20]2[cH:21][cH:22][cH:23][cH:24][cH:25]2)=[O:26])[CH2:10][CH2:11]1.[CH3:29][OH:30]>>[C:1]([CH3:2])([CH3:3])([CH3:4])[NH:5][CH:6]1[CH2:7][CH:8]([CH2:27][OH:28])[CH:9]([NH:12][C:13]([CH2:14][NH2:15])=[O:26])[CH2:10][CH2:11]1. The reactants are CC(C)(C)NC1CCC(NC(=O)CNC(=O)OCc2ccccc2)C(CO)C1, CO. Product: CC(C)(C)NC1CCC(NC(=O)CN)C(CO)C1. Starting materials: COC1=CC=C(C=C1)C=CC=1OC(=CC(C1)=O)C1=CC=CC=C1 (2-[2-(4-methoxyphenyl)ethenyl]-6-phenyl-4H-pyran-4-one), B(Br)(Br)Br (boron tribromide). Run in CCOCC (ether). Yields the product OC1=CC=C(C=C1)C=CC=1OC=CC(C1)=O (2-[2-(4-Hydroxyphenyl)ethenyl]-4H-pyran-4-one). RXN SMILES: C[O:2][C:3]1[CH:8]=[CH:7][C:6]([CH:9]=[CH:10][C:11]2[O:12][C:13](C3C=CC=CC=3)=[CH:14][C:15](=[O:17])[CH:16]=2)=[CH:5][CH:4]=1.B(Br)(Br)Br>CCOCC>[OH:2][C:3]1[CH:8]=[CH:7][C:6]([CH:9]=[CH:10][C:11]2[O:12][CH:13]=[CH:14][C:15](=[O:17])[CH:16]=2)=[CH:5][CH:4]=1. Reported procedure: The ether linkage of 2-[2-(4-methoxyphenyl)ethenyl]-6-phenyl-4H-pyran-4-one was cleaved with boron tribromide as described in Example 47 to give the title product as orange needles (mp 198°-201° C.). Reactants: C[C@@H](C1=CC=CC=C1)N1C(C(CC1)(CCOS(=O)(=O)C)CC1=CC=C(C=C1)F)=O (1-((S)-α-methylbenzyl)-3-(4-fluorophenylmethyl)-3-(2-methanesulfonyloxyethyl)-2-oxopyrrolidine), C(C)(=O)OCC (ethyl acetate), I.C(C)OCCN1C(=NC2=C1C=CC=C2)N2CCNCCC2 (4-(1-(2-ethoxyethyl)-1H-benzimidazol-2-yl)[1,4]diazepane hydriodic acid salt), C(C)(C)N(C(C)C)CC (N,N-diisopropylethylamine). Run in C(C)#N (acetonitrile), CO.ClCCl (methanol dichloromethane), CO.ClCCl (methanol dichloromethane). Run at time 16 hour. Yields the product C[C@@H](C1=CC=CC=C1)N1C(C(CC1)(CC1=CC=C(C=C1)F)CCN1CCN(CCC1)C1=NC2=C(N1CCOCC)C=CC=C2)=O (1-((S)-α-Methylbenzyl)-3-(2-(4-(1-(2-ethoxyethyl)-1H-benzimidazol-2-yl)[1,4]diazepan-1-yl)ethyl)-3-(4-fluorophenylmethyl)-2-oxopyrrolidine). As a reaction SMILES: [CH3:1][C@H:2]([N:9]1[CH2:13][CH2:12][C:11]([CH2:21][C:22]2[CH:27]=[CH:26][C:25]([F:28])=[CH:24][CH:23]=2)([CH2:14][CH2:15]OS(C)(=O)=O)[C:10]1=[O:29])[C:3]1[CH:8]=[CH:7][CH:6]=[CH:5][CH:4]=1.I.[CH2:31]([O:33][CH2:34][CH2:35][N:36]1[C:40]2[CH:41]=[CH:42][CH:43]=[CH:44][C:39]=2[N:38]=[C:37]1[N:45]1[CH2:51][CH2:50][CH2:49][NH:48][CH2:47][CH2:46]1)[CH3:32].C(N(CC)C(C)C)(C)C.C(OCC)(=O)C>C(#N)C.CO.ClCCl>[CH3:1][C@H:2]([N:9]1[CH2:13][CH2:12][C:11]([CH2:14][CH2:15][N:48]2[CH2:49][CH2:50][CH2:51][N:45]([C:37]3[N:36]([CH2:35][CH2:34][O:33][CH2:31][CH3:32])[C:40]4[CH:41]=[CH:42][CH:43]=[CH:44][C:39]=4[N:38]=3)[CH2:46][CH2:47]2)([CH2:21][C:22]2[CH:23]=[CH:24][C:25]([F:28])=[CH:26][CH:27]=2)[C:10]1=[O:29])[C:3]1[CH:8]=[CH:7][CH:6]=[CH:5][CH:4]=1 |f:1.2,6.7|. Procedure: Combine 1-((S)-α-methylbenzyl)-3-(4-fluorophenylmethyl)-3-(2-methanesulfonyloxyethyl)-2-oxopyrrolidine (Rf=0.59 silica gel, ethyl acetate) (0.67 g, 1.59 mmol) and 4-(1-(2-ethoxyethyl)-1H-benzimidazol-2-yl)[1,4]diazepane hydriodic acid salt (0.86 g, 1.59 mmol), and N,N-diisopropylethylamine (1.24 mL, 7.13 mmol) in acetonitrile (20 mL). Heat to reflux. After 16 hours, cool and evaporate in vacuo to give a residue. Combine the residue and ethyl acetate, extract twice with a saturated aqueous sodium... Reactants: FC1=C(C=C(C=C1)S(=O)(=O)CCC)C#C[Si](C)(C)C ({[2-Fluoro-5-(propylsulfonyl)phenyl]ethynyl}trimethyl silane), BrC1=CC(=C(C=C1)C1=CC=C(C=C1)C(F)(F)F)S(=O)(=O)C (4-bromo-2-(methylsulfonyl)-4′-(trifluoromethyl)biphenyl), BrC1=CC(=C(C=C1)C1=CC=C(C=C1)C(F)(F)F)S(=O)(=O)C (4-bromo-2-(methylsulfonyl)-4′-(trifluoromethyl)biphenyl), C(C)(C)(C)OC(COC1=C(C=C(C=C1)Cl)C#C)=O (tert-butyl(4-chloro-2-ethynylphenoxy)acetate), C(C)(C)(C)OC(COC1=C(C=C(C=C1)Cl)C#C)=O (tert-butyl(4-chloro-2-ethynylphenoxy)acetate). The product is C(C)(C)(C)OC(COC1=C(C=C(C=C1)Cl)C#CC1=CC(=C(C=C1)C1=CC=C(C=C1)C(F)(F)F)S(=O)(=O)C)=O (tert-butyl(4-chloro-2-{[2-(methylsulfonyl)-4′-(trifluoromethyl)biphenyl-4-yl]ethynyl}phenoxy)acetate). RXN SMILES: FC1C=CC(S(CCC)(=O)=O)=CC=1C#C[Si](C)(C)C.[C:20]([O:24][C:25](=[O:37])[CH2:26][O:27][C:28]1[CH:33]=[CH:32][C:31]([Cl:34])=[CH:30][C:29]=1[C:35]#[CH:36])([CH3:23])([CH3:22])[CH3:21].Br[C:39]1[CH:44]=[CH:43][C:42]([C:45]2[CH:50]=[CH:49][C:48]([C:51]([F:54])([F:53])[F:52])=[CH:47][CH:46]=2)=[C:41]([S:55]([CH3:58])(=[O:57])=[O:56])[CH:40]=1>>[C:20]([O:24][C:25](=[O:37])[CH2:26][O:27][C:28]1[CH:33]=[CH:32][C:31]([Cl:34])=[CH:30][C:29]=1[C:35]#[C:36][C:39]1[CH:44]=[CH:43][C:42]([C:45]2[CH:46]=[CH:47][C:48]([C:51]([F:54])([F:52])[F:53])=[CH:49][CH:50]=2)=[C:41]([S:55]([CH3:58])(=[O:56])=[O:57])[CH:40]=1)([CH3:23])([CH3:22])[CH3:21]. Reported procedure: Following the general method as outlined in Intermediate 107, starting from (4-chloro-2-ethynyl-phenoxy)-acetic acid tert-butyl ester (Intermediate 3) and 4-bromo-2-(methylsulfonyl)-4′-(trifluoromethyl)biphenyl (Intermediate 209), the title compound was obtained as a brown sticky solid after purification by flash column chromatography (silica), eluting with cyclohexane containing increasing amounts of EtOAc. The reactants are CC(C)(C)OC(=O)NN, CCO, CC=O. Yields the product CC=NNC(=O)OC(C)(C)C. RXN SMILES: [C:1]([NH:2][NH2:3])(=[O:4])[O:5][C:6]([CH3:7])([CH3:8])[CH3:9].[CH3:13][CH2:14][OH:15].[CH:10]([CH3:11])=[O:12]>>[C:1]([NH:2][N:3]=[CH:10][CH3:11])(=[O:4])[O:5][C:6]([CH3:7])([CH3:8])[CH3:9]. Reactants: S1C=CC=2C1=NC(=C(C2)C(=O)OC)C(=O)OC (dimethyl thieno[2,3-b]pyridine-5,6-dicarboxylate), [OH-].[K+] (potassium hydroxide), O (water). Solvent: CO (methanol). The product is S1C=CC=2C1=NC(=C(C2)C(=O)O)C(=O)O (thieno[2,3-b]pyridine-5,6-dicarboxylic acid). RXN SMILES: [S:1]1[C:5]2=[N:6][C:7]([C:14]([O:16]C)=[O:15])=[C:8]([C:10]([O:12]C)=[O:11])[CH:9]=[C:4]2[CH:3]=[CH:2]1.[OH-].[K+].O>CO>[S:1]1[C:5]2=[N:6][C:7]([C:14]([OH:16])=[O:15])=[C:8]([C:10]([OH:12])=[O:11])[CH:9]=[C:4]2[CH:3]=[CH:2]1 |f:1.2|. Procedure: A solution containing dimethyl thieno[2,3-b]pyridine-5,6-dicarboxylate (27.75 g, 0.11 mol) and potassium hydroxide (30.98 g, 0.55 mol) in methanol (200 mL) under a N2 atmosphere is heated at reflux for two hours. The reaction mixture is cooled and sufficient water added to dissolve any solids present before evaporating the mixture to dryness. The resulting solid is dissolved in a minimum volume of water, cooled in an ice bath and acidified with concentrated H2SO4 to pH~1. Thieno[2,3-b]pyridine-5... Starting materials: [BH4-], CCO, CCOC(=O)C(N)(CC)c1ccccc1, [Na+], O. The product is CCC(N)(CO)c1ccccc1. Reaction SMILES: [BH4-:16].[CH2:18]([OH:19])[CH3:20].[NH2:1][C:2]([C:3](=[O:4])[O:5][CH2:6][CH3:7])([CH2:8][CH3:9])[c:10]1[cH:11][cH:12][cH:13][cH:14][cH:15]1.[Na+:17].[OH2:21]>>[NH2:1][C:2]([CH2:3][OH:4])([CH2:8][CH3:9])[c:10]1[cH:11][cH:12][cH:13][cH:14][cH:15]1. Starting materials: CI, COc1ccc2c(c1)C(C)(C)NC2=O, [H-], [Na+], CN(C)C=O. Product: COc1ccc2c(c1)C(C)(C)N(C)C2=O. As a reaction SMILES: [CH3:17][I:18].[CH3:3][O:4][c:5]1[cH:6][c:7]2[c:11]([cH:12][cH:13]1)[C:10](=[O:14])[NH:9][C:8]2([CH3:15])[CH3:16].[H-:1].[Na+:2].[O:19]=[CH:20][N:21]([CH3:22])[CH3:23]>>[CH3:3][O:4][c:5]1[cH:6][c:7]2[c:11]([cH:12][cH:13]1)[C:10](=[O:14])[N:9]([CH3:17])[C:8]2([CH3:15])[CH3:16].